Dataset: the Open Reaction Database (ORD), a public repository of structured organic reaction records. Task: describe an organic reaction: reactants, conditions, products, and yield Reactants: CC(=O)O, c1cncc(C2CC2)c1, OO. RXN SMILES: [CH3:12][C:13](=[O:14])[OH:15].[CH:1]1([c:4]2[cH:5][n:6][cH:7][cH:8][cH:9]2)[CH2:2][CH2:3]1.[OH:10][OH:11]>>[CH:1]1([c:4]2[cH:5][n+:6]([O-:10])[cH:7][cH:8][cH:9]2)[CH2:2][CH2:3]1. Product: [O-][n+]1cccc(C2CC2)c1. Yields the product Cc1[nH]c(=O)c(CN)c(C)c1F. Starting materials: CO, Cc1[nH]c(=O)c(C#N)c(C)c1F, N. RXN SMILES: [CH3:14][OH:15].[F:1][c:2]1[c:3]([CH3:12])[c:4]([C:10]#[N:11])[c:5](=[O:9])[nH:6][c:7]1[CH3:8].[NH3:13]>>[F:1][c:2]1[c:3]([CH3:12])[c:4]([CH2:10][NH2:11])[c:5](=[O:9])[nH:6][c:7]1[CH3:8]. The reactants are CC1=C(N=C(N1)C=1C=NC=CC1)C(C)=O (1-[5-methyl-2-(3-pyridinyl)-1H-imidazol-4-yl]ethanone), ClC1=CC(=CC=C1)C(=O)OO (m-chloroperbenzoic acid). Run in ClCCl (dichloromethane), C(Cl)(Cl)Cl (chloroform). Run at time 1 hour. The product is [N+]1(=CC=CC=C1)[O-].CC1=C(N=C(N1)C=1C=NC=CC1)C(C)=O (1-[5-Methyl-2-(3-pyridinyl)-1H-imidazol-4-yl]-ethanone pyridine-1-oxide). Reaction SMILES: [CH3:1][C:2]1[NH:6][C:5]([C:7]2[CH:8]=[N:9][CH:10]=[CH:11][CH:12]=2)=[N:4][C:3]=1[C:13](=[O:15])[CH3:14].ClC1C=CC=C(C(OO)=[O:24])C=1>ClCCl.C(Cl)(Cl)Cl>[N+:9]1([O-:24])[CH:10]=[CH:11][CH:12]=[CH:7][CH:8]=1.[CH3:1][C:2]1[NH:6][C:5]([C:7]2[CH:8]=[N:9][CH:10]=[CH:11][CH:12]=2)=[N:4][C:3]=1[C:13](=[O:15])[CH3:14] |f:4.5|. Reported procedure: A 5.0 g (0.025 mole) amount of 1-[5-methyl-2-(3-pyridinyl)-1H-imidazol-4-yl]ethanone was dissolved in 500 ml of dichloromethane and 250 ml of chloroform. Then 5.0 g (0.025 mole) of m-chloroperbenzoic acid (86-90%) was added. The solution was stirred at room temperature and after one hour a precipitate began to form. Stirring was continued for 23 hours. The precipitate was collected by filtration, washed with 50 ml of dichloromethane and air dried. The precipitate was recrystallized from ethanol ... Starting materials: CB(C)Br, ClCCl, [Na+], [OH-], OCC1CN(Cc2ccccc2)CCC12CCCC2. Yields the product O=C1CCN(Cc2ccccc2)CC1CO. RXN SMILES: [CH3:20][B:21]([Br:22])[CH3:23].[Cl:26][CH2:27][Cl:28].[Na+:25].[OH-:24].[OH:1][CH2:2][CH:3]1[C:4]2([CH2:5][CH2:6][CH2:7][CH2:8]2)[CH2:9][CH2:10][N:11]([CH2:13][c:14]2[cH:15][cH:16][cH:17][cH:18][cH:19]2)[CH2:12]1>>[OH:1][CH2:2][CH:3]1[C:4](=[O:24])[CH2:9][CH2:10][N:11]([CH2:13][c:14]2[cH:15][cH:16][cH:17][cH:18][cH:19]2)[CH2:12]1. The reactants are NC=1C=C(C=CC1)C1=CC=CC=2C=C(OC21)C(=O)N[C@H]2CN1CCC2CC1 (7-(3-aminophenyl)-N-[(3R)-1-azabicyclo[2.2.2]oct-3-yl]-1-benzofuran-2-carboxamide), C(C(C)(C)C)(=O)Cl (pivaloyl chloride). Product: Cl.N12C[C@@H](C(CC1)CC2)NC(=O)C=2OC1=C(C2)C=CC=C1C1=CC(=CC=C1)NC(C(C)(C)C)=O (N-[(3R)-1-Azabicyclo[2.2.2]oct-3-yl]-7-{3-[(2,2-dimethylpropanoyl)amino]phenyl}-1-benzofuran-2-carboxamide hydrochloride). As a reaction SMILES: [NH2:1][C:2]1[CH:3]=[C:4]([C:8]2[C:16]3[O:15][C:14]([C:17]([NH:19][C@@H:20]4[CH:25]5[CH2:26][CH2:27][N:22]([CH2:23][CH2:24]5)[CH2:21]4)=[O:18])=[CH:13][C:12]=3[CH:11]=[CH:10][CH:9]=2)[CH:5]=[CH:6][CH:7]=1.[C:28]([Cl:34])(=[O:33])[C:29]([CH3:32])([CH3:31])[CH3:30]>>[ClH:34].[N:22]12[CH2:23][CH2:24][CH:25]([CH2:26][CH2:27]1)[C@@H:20]([NH:19][C:17]([C:14]1[O:15][C:16]3[C:8]([C:4]4[CH:5]=[CH:6][CH:7]=[C:2]([NH:1][C:28](=[O:33])[C:29]([CH3:32])([CH3:31])[CH3:30])[CH:3]=4)=[CH:9][CH:10]=[CH:11][C:12]=3[CH:13]=1)=[O:18])[CH2:21]2 |f:2.3|. Procedure: 50 mg (0.14 mmol) of 7-(3-aminophenyl)-N-[(3R)-1-azabicyclo[2.2.2]oct-3-yl]-1-benzofuran-2-carboxamide (Example 114) and 33.4 mg (0.28 mmol) of pivaloyl chloride are reacted together by general method F. 15.2 mg (20.7% of theory) of the title compound are obtained. Starting materials: S(=S)(=O)([O-])[O-].[Na+].[Na+] (sodium thiosulfate), C(CCC)OCCOC1=CC=C(C=C1)C=1C=CC2=C(C=C(CCN2CC(C)C)C(=O)NC2=CC=C(C=C2)SCC=2N=NN(N2)C)C1 (7-[4-(2-butoxyethoxy)phenyl]-1-isobutyl-N-[4-[[(2-methyl-tetrazol-5-yl)methyl]sulfanyl]phenyl]-2,3-dihydro-1-benzazepine-4-carboxamide), ClC1=CC(=CC=C1)C(=O)OO (m-chloroperbenzoic acid). Run in C(Cl)Cl (methylene chloride), C(Cl)Cl (methylene chloride). Run at time 15 minute. The product is C(CCC)OCCOC1=CC=C(C=C1)C=1C=CC2=C(C=C(CCN2CC(C)C)C(=O)NC2=CC=C(C=C2)S(=O)CC=2N=NN(N2)C)C1 (7-[4-(2-butoxyethoxy)phenyl]-1-isobutyl-N-[4-[[(2-methyl-tetrazol-5-yl)methyl]sulfinyl]phenyl]-2,3-dihydro-1-benzazepine-4-carboxamide). Yield: 70.6%. Reaction SMILES: [CH2:1]([O:5][CH2:6][CH2:7][O:8][C:9]1[CH:14]=[CH:13][C:12]([C:15]2[CH:16]=[CH:17][C:18]3[N:24]([CH2:25][CH:26]([CH3:28])[CH3:27])[CH2:23][CH2:22][C:21]([C:29]([NH:31][C:32]4[CH:37]=[CH:36][C:35]([S:38][CH2:39][C:40]5[N:41]=[N:42][N:43]([CH3:45])[N:44]=5)=[CH:34][CH:33]=4)=[O:30])=[CH:20][C:19]=3[CH:46]=2)=[CH:11][CH:10]=1)[CH2:2][CH2:3][CH3:4].ClC1C=CC=C(C(OO)=[O:55])C=1.S([O-])([O-])(=O)=S.[Na+].[Na+]>C(Cl)Cl>[CH2:1]([O:5][CH2:6][CH2:7][O:8][C:9]1[CH:10]=[CH:11][C:12]([C:15]2[CH:16]=[CH:17][C:18]3[N:24]([CH2:25][CH:26]([CH3:27])[CH3:28])[CH2:23][CH2:22][C:21]([C:29]([NH:31][C:32]4[CH:33]=[CH:34][C:35]([S:38]([CH2:39][C:40]5[N:41]=[N:42][N:43]([CH3:45])[N:44]=5)=[O:55])=[CH:36][CH:37]=4)=[O:30])=[CH:20][C:19]=3[CH:46]=2)=[CH:13][CH:14]=1)[CH2:2][CH2:3][CH3:4] |f:2.3.4|. Procedure details: To a solution of 7-[4-(2-butoxyethoxy)phenyl]-1-isobutyl-N-[4-[[(2-methyl-tetrazol-5-yl)methyl]sulfanyl]phenyl]-2,3-dihydro-1-benzazepine-4-carboxamide (0.58 g) in methylene chloride (17.4 ml) was added dropwise a solution of m-chloroperbenzoic acid (0.19 g) in methylene chloride (11.6 ml) at −78° C., and the mixture was stirred for 15 minutes. To the reaction mixture was added an aqueous solution of saturated sodium thiosulfate. The mixture was extracted with ethyl acetate, and the organic laye... Product: O=C(NCCc1ccc(Cl)cc1)c1ccc(Cl)c([N+](=O)[O-])c1. Reaction SMILES: [CH:11]([N:12]([CH2:13][CH3:14])[CH:15]([CH3:16])[CH3:17])([CH3:18])[CH3:19].[Cl:1][c:2]1[cH:3][cH:4][c:5]([CH2:8][CH2:9][NH2:10])[cH:6][cH:7]1.[Cl:20][c:21]1[c:22]([N+:30](=[O:31])[O-:32])[cH:23][c:24]([C:25](=[O:26])[Cl:27])[cH:28][cH:29]1.[Cl:33][CH2:34][Cl:35]>>[Cl:1][c:2]1[cH:3][cH:4][c:5]([CH2:8][CH2:9][NH:10][C:25]([c:24]2[cH:23][c:22]([N+:30](=[O:31])[O-:32])[c:21]([Cl:20])[cH:29][cH:28]2)=[O:26])[cH:6][cH:7]1. Starting materials: CCN(C(C)C)C(C)C, NCCc1ccc(Cl)cc1, O=C(Cl)c1ccc(Cl)c([N+](=O)[O-])c1, ClCCl.